This data is from the Open Reaction Database (ORD), a public repository of structured organic reaction records. The task is: describe an organic reaction: reactants, conditions, products, and yield The reactants are N1C=NC=C1 (imidazole), C(C)(C)(C)[Si](Cl)(C)C (t-butyldimethylchlorosilane), C(=O)(OC(C)(C)C)N[C@H]([C@H](C[C@H](C(=O)O)CC1=CC=CC=C1)O)CC1=CC=CC=C1 (5(S)-(Boc-amino)-4(S)-hydroxy-6-phenyl-2(R)-phenylmethylhexanoic acid). Solvent: CN(C)C=O (DMF). Reaction conditions: time 18 hour. Yields the product C(=O)(OC(C)(C)C)N[C@H]([C@H](C[C@H](C(=O)O)CC1=CC=CC=C1)O[Si](C)(C)C(C)(C)C)CC1=CC=CC=C1 (5(S)-(Boc-Amino)-4(S)-(tert-butyldimethylsilyloxy)-6-phenyl-2(R)-phenylmethylhexanoic acid). RXN SMILES: [C:1]([NH:8][C@@H:9]([CH2:24][C:25]1[CH:30]=[CH:29][CH:28]=[CH:27][CH:26]=1)[C@@H:10]([OH:23])[CH2:11][C@@H:12]([CH2:16][C:17]1[CH:22]=[CH:21][CH:20]=[CH:19][CH:18]=1)[C:13]([OH:15])=[O:14])([O:3][C:4]([CH3:7])([CH3:6])[CH3:5])=[O:2].N1C=CN=C1.[C:36]([Si:40]([CH3:43])([CH3:42])Cl)([CH3:39])([CH3:38])[CH3:37]>CN(C=O)C>[C:1]([NH:8][C@@H:9]([CH2:24][C:25]1[CH:30]=[CH:29][CH:28]=[CH:27][CH:26]=1)[C@@H:10]([O:23][Si:40]([C:36]([CH3:39])([CH3:38])[CH3:37])([CH3:43])[CH3:42])[CH2:11][C@@H:12]([CH2:16][C:17]1[CH:22]=[CH:21][CH:20]=[CH:19][CH:18]=1)[C:13]([OH:15])=[O:14])([O:3][C:4]([CH3:6])([CH3:7])[CH3:5])=[O:2]. Procedure details: A solution of 6.35 g of 5(S)-(Boc-amino)-4(S)-hydroxy-6-phenyl-2(R)-phenylmethylhexanoic acid in 90 ml of DMF is treated, while being stirred, with 8 g of imidazole and 10 g of t-butyldimethylchlorosilane. After having been stirred at RT for 18 h, the yellow, clear solution is poured onto ice-water, and this mixture is extracted three times with 250 ml of ethyl acetate on each occasion. The combined extracts are washed, in succession, three times with 10% citric acid, once with water, three time... The reactants are C(C)(C)(C)ON=C1C=C(OC2=CC=C(C=C12)OCCCl)C1=CC=2N(C=N1)C=CC2 (6-(2-chloro-ethoxy)-2-pyrrolo[1,2-c]pyrimidin-3-yl-chromen-4-one O-tert-butyl oxime), COCCNCCOC (bis-(2-methoxy-ethyl)-amine). Product: Cl.COCCN(CCOC=1C=C2C(C=C(OC2=CC1)C1=CC=2N(C=N1)C=CC2)=NO)CCOC (6-(2-[bis-(2-methoxy-ethyl)-amino]-ethoxy)-2-pyrrolo[1,2-c]pyrimidin-3-yl-chromen-4-one oxime, hydrochloride). Reaction SMILES: C([O:5][N:6]=[C:7]1[C:16]2[C:11](=[CH:12][CH:13]=[C:14]([O:17][CH2:18][CH2:19][Cl:20])[CH:15]=2)[O:10][C:9]([C:21]2[N:26]=[CH:25][N:24]3[CH:27]=[CH:28][CH:29]=[C:23]3[CH:22]=2)=[CH:8]1)(C)(C)C.[CH3:30][O:31][CH2:32][CH2:33][NH:34][CH2:35][CH2:36][O:37][CH3:38]>>[ClH:20].[CH3:30][O:31][CH2:32][CH2:33][N:34]([CH2:35][CH2:36][O:37][CH3:38])[CH2:19][CH2:18][O:17][C:14]1[CH:15]=[C:16]2[C:11](=[CH:12][CH:13]=1)[O:10][C:9]([C:21]1[N:26]=[CH:25][N:24]3[CH:27]=[CH:28][CH:29]=[C:23]3[CH:22]=1)=[CH:8][C:7]2=[N:6][OH:5] |f:2.3|. Reported procedure: 6-(2-[bis-(2-methoxy-ethyl)-amino]-ethoxy)-2-pyrrolo[1,2-c]pyrimidin-3-yl-chromen-4-one oxime, hydrochloride was prepared in 40% overall yield using the method described in example 87, starting from 6-(2-chloro-ethoxy)-2-pyrrolo[1,2-c]pyrimidin-3-yl-chromen-4-one O-tert-butyl oxime (example 87B) and bis-(2-methoxy-ethyl)-amine. Reported procedure: BH3/THF (279 mL; 279 mmol) was added to a solution of 4-chloro-3-nitrobenzonitrile (30 g; 164 mmol) in THF (100 mL) over 30 min at 0° C. and the resulting mixture was stirred over night and allowed to reach rt. MeOH (150 mL) and conc. HCl (60 mL) was added and the resulting mixture was refluxed for 4 h and thereafter concentrated. The residue was treated with water (500 mL) and the resulting precipitate was filtered off. The filtrate was treated with NaCl (120 g) and heated and the resulting pre... RXN SMILES: B.C1COCC1.[Cl:7][C:8]1[CH:15]=[CH:14][C:11]([C:12]#[N:13])=[CH:10][C:9]=1[N+:16]([O-:18])=[O:17].CO.Cl>C1COCC1>[ClH:7].[Cl:7][C:8]1[CH:15]=[CH:14][C:11]([CH2:12][NH2:13])=[CH:10][C:9]=1[N+:16]([O-:18])=[O:17] |f:0.1,6.7|. The product is Cl.ClC1=C(C=C(C=C1)CN)[N+](=O)[O-] ((4-Chloro-3-nitrophenyl)methylamine hydrochloride). The solvent is C1CCOC1 (THF). The reactants are B.C1CCOC1 (BH3/THF), ClC1=C(C=C(C#N)C=C1)[N+](=O)[O-] (4-chloro-3-nitrobenzonitrile), CO (MeOH), Cl (HCl). The reactants are [BH4-], C=O, C1CCOC1, ClC(Cl)Cl, [Cl-], Cn1c(-c2ccccc2Cl)nnc1C(C)(C)Nc1ccccc1, [Na+], [Na+], [Na+], [OH-], O=S(=O)(O)O. Product: CN(c1ccccc1)C(C)(C)c1nnc(-c2ccccc2Cl)n1C. RXN SMILES: [BH4-:31].[CH2:24]=[O:25].[CH2:41]1[O:42][CH2:43][CH2:44][CH2:45]1.[CH:37]([Cl:38])([Cl:39])[Cl:40].[Cl-:36].[Cl:1][c:2]1[c:3](-[c:8]2[n:9]([CH3:23])[c:10]([C:13]([CH3:14])([CH3:15])[NH:16][c:17]3[cH:18][cH:19][cH:20][cH:21][cH:22]3)[n:11][n:12]2)[cH:4][cH:5][cH:6][cH:7]1.[Na+:32].[Na+:34].[Na+:35].[OH-:33].[S:26](=[O:27])(=[O:28])([OH:29])[OH:30]>>[Cl:1][c:2]1[c:3](-[c:8]2[n:9]([CH3:23])[c:10]([C:13]([CH3:14])([CH3:15])[N:16]([c:17]3[cH:18][cH:19][cH:20][cH:21][cH:22]3)[CH3:24])[n:11][n:12]2)[cH:4][cH:5][cH:6][cH:7]1. Reactants: C(C)(=O)O (acetic acid), Br (hydrobromic acid), FC1=CC=C(C=C1)CCN1CCC(CC1)C1CCCC2=CC(=CC=C12)OC (1-[2-(4-fluorophenyl)ethyl]-4-(6-methoxy-1,2,3,4-tetrahydronaphthalen-1-yl)piperidine), resultant mixture, resultant mixture. Run in O (water). Product: FC1=CC=C(C=C1)CCN1CCC(CC1)C1CCCC2=CC(=CC=C12)O (1-[2-(4-Fluorophenyl)ethyl]-4-[6-hydroxy-1,2,3,4-tetrahydronaphthalen-1-yl]piperidine). Isolated yield 76.4%. Reaction SMILES: Br.[F:2][C:3]1[CH:8]=[CH:7][C:6]([CH2:9][CH2:10][N:11]2[CH2:16][CH2:15][CH:14]([CH:17]3[C:26]4[C:21](=[CH:22][C:23]([O:27]C)=[CH:24][CH:25]=4)[CH2:20][CH2:19][CH2:18]3)[CH2:13][CH2:12]2)=[CH:5][CH:4]=1.C(O)(=O)C>O>[F:2][C:3]1[CH:4]=[CH:5][C:6]([CH2:9][CH2:10][N:11]2[CH2:16][CH2:15][CH:14]([CH:17]3[C:26]4[C:21](=[CH:22][C:23]([OH:27])=[CH:24][CH:25]=4)[CH2:20][CH2:19][CH2:18]3)[CH2:13][CH2:12]2)=[CH:7][CH:8]=1. Procedure details: 47% hydrobromic acid (45 ml) was added to 1-[2-(4-fluorophenyl)ethyl]-4-(6-methoxy-1,2,3,4-tetrahydronaphthalen-1-yl)piperidine (2.718 g, 7.57 mmol) and the resultant mixture was heated under reflux for 1 hr. After adding glacial acetic acid (20 ml), the resultant mixture was heated under reflux for additional 1.5 hr. Then the mixture was allowed to cool followed by addition of water thereto. The resulting precipitate was collected by filtration, chloroform and a saturated aqueous solution of so... Reactants: COC(=O)C(N)CC(C)C, Cl, Cn1nnnc1C(C=CC1CC(O)CC(=O)O1)=C(c1ccc(F)cc1)c1ccc(F)cc1, C1CCOC1. Yields the product COC(=O)C(CC(C)C)NC(=O)CC(O)CC(O)C=CC(=C(c1ccc(F)cc1)c1ccc(F)cc1)c1nnnn1C. As a reaction SMILES: [CH3:33][O:34][C:35]([CH:36]([NH2:37])[CH2:38][CH:39]([CH3:40])[CH3:41])=[O:42].[ClH:43].[F:1][c:2]1[cH:3][cH:4][c:5]([C:8](=[C:9]([CH:10]=[CH:11][CH:12]2[CH2:13][CH:14]([OH:19])[CH2:15][C:16](=[O:18])[O:17]2)[c:20]2[n:21][n:22][n:23][n:24]2[CH3:25])[c:26]2[cH:27][cH:28][c:29]([F:32])[cH:30][cH:31]2)[cH:6][cH:7]1.[O:44]1[CH2:45][CH2:46][CH2:47][CH2:48]1>>[F:1][c:2]1[cH:3][cH:4][c:5]([C:8](=[C:9]([CH:10]=[CH:11][CH:12]([CH2:13][CH:14]([CH2:15][C:16](=[O:18])[NH:37][CH:36]([C:35]([O:34][CH3:33])=[O:42])[CH2:38][CH:39]([CH3:40])[CH3:41])[OH:19])[OH:17])[c:20]2[n:21][n:22][n:23][n:24]2[CH3:25])[c:26]2[cH:27][cH:28][c:29]([F:32])[cH:30][cH:31]2)[cH:6][cH:7]1. Starting materials: COC(CCCNC(C(CCC(=O)OC)CCC1=CC=CC=C1)=O)=O (N-(4-methoxycarbonyl-2-phenethylbutyryl)-4-aminobutyric acid methyl ester), [OH-].[Na+] (sodium hydroxide), Cl (hydrochloric acid). Run in CO (methanol). Conditions: time 4 hour. Yields the product C(=O)(O)CCC(C(=O)NCCCC(=O)O)CCC1=CC=CC=C1 (N-(4-carboxy-2-phenethyl-butyryl)-4-aminobutyric acid). Reaction SMILES: C[O:2][C:3](=[O:25])[CH2:4][CH2:5][CH2:6][NH:7][C:8](=[O:24])[CH:9]([CH2:16][CH2:17][C:18]1[CH:23]=[CH:22][CH:21]=[CH:20][CH:19]=1)[CH2:10][CH2:11][C:12]([O:14]C)=[O:13].[OH-].[Na+].Cl>CO>[C:12]([CH2:11][CH2:10][CH:9]([CH2:16][CH2:17][C:18]1[CH:19]=[CH:20][CH:21]=[CH:22][CH:23]=1)[C:8]([NH:7][CH2:6][CH2:5][CH2:4][C:3]([OH:25])=[O:2])=[O:24])([OH:14])=[O:13] |f:1.2|. Procedure details: To the solution of 150 mg of N-(4-methoxycarbonyl-2-phenethylbutyryl)-4-aminobutyric acid methyl ester in 3 ml of methanol is added 1.0 ml of 1N sodium hydroxide and stirred for 4 hours at room temperature. The mixture is acidified with 1.5 ml of 1N hydrochloric acid, and concentrated. The solid is collected and washed with water to yield N-(4-carboxy-2-phenethyl-butyryl)-4-aminobutyric acid.